From a dataset of the Open Reaction Database (ORD), a public repository of structured organic reaction records. describe an organic reaction: reactants, conditions, products, and yield Reactants: C(C)(C)(C)OC(=O)N1CCC(CC1)C=1NC=C(N1)C1=CC(=C(C=C1)F)C(F)(F)F (4-[4-(4-fluoro-3-trifluoromethyl-phenyl)-1H-imidazol-2-yl]-piperidine-1-carboxylic acid tert-butyl ester), CS(=O)C (DMSO), [OH-].[K+] (KOH), Cl.ClCCN(C)C (2-chloro-N,N-dimethylethanamine hydrochloride), ice water. Run at temperature 45 celsius, time 3 hour. Yields the product C(C)(C)(C)OC(=O)N1CCC(CC1)C=1N(C=C(N1)C1=CC(=C(C=C1)F)C(F)(F)F)CCN(C)C (4-(1-(2-(Dimethylamino)ethyl)-4-(4-fluoro-3-(trifluoromethyl)phenyl)-1H-imidazol-2-yl)piperidine-1-carboxylic acid tert-butyl ester). Isolated yield 95.6%. Reaction SMILES: [C:1]([O:5][C:6]([N:8]1[CH2:13][CH2:12][CH:11]([C:14]2[NH:15][CH:16]=[C:17]([C:19]3[CH:24]=[CH:23][C:22]([F:25])=[C:21]([C:26]([F:29])([F:28])[F:27])[CH:20]=3)[N:18]=2)[CH2:10][CH2:9]1)=[O:7])([CH3:4])([CH3:3])[CH3:2].CS(C)=O.[OH-].[K+].Cl.Cl[CH2:38][CH2:39][N:40]([CH3:42])[CH3:41]>>[C:1]([O:5][C:6]([N:8]1[CH2:13][CH2:12][CH:11]([C:14]2[N:15]([CH2:38][CH2:39][N:40]([CH3:42])[CH3:41])[CH:16]=[C:17]([C:19]3[CH:24]=[CH:23][C:22]([F:25])=[C:21]([C:26]([F:27])([F:28])[F:29])[CH:20]=3)[N:18]=2)[CH2:10][CH2:9]1)=[O:7])([CH3:4])([CH3:2])[CH3:3] |f:2.3,4.5|. Procedure details: Combine a solution of 4-[4-(4-fluoro-3-trifluoromethyl-phenyl)-1H-imidazol-2-yl]-piperidine-1-carboxylic acid tert-butyl ester (25.00 g; 1.00 equiv; 60.47 mmol) in DMSO (200.00 mL; 2.82 mol) with KOH (powder) (9.98 g; 151.18 mmol) and heat the mixture to 45° C. To this solution, add 2-chloro-N,N-dimethylethanamine hydrochloride (10.45 g; 1.20 equiv; 72.57 mmol). Stir the mixture at 45° C. for 3 h. Pour the mixture into ice-water, stir at RT and extract with EA. Wash the organic layer with water ... Starting materials: BrC=1C=CC(=NC1)OC (5-Bromo-2-methoxypyridine), COC1=C(C=O)C=CC=C1 (2-methoxybenzaldehyde), C(CCC)[Li] (n-Butyl lithium), CCCCCC (hexane). The solvent is O1CCCC1 (tetrahydrofuran), O1CCCC1 (tetrahydrofuran), O1CCCC1 (tetrahydrofuran). Product: COC1=C(C=CC=C1)C(O)C=1C=NC(=CC1)OC (1-(2-methoxyphenyl)-1-(6-methoxy-3-pyridyl)-methanol). Isolated yield 63.0%. Reaction SMILES: Br[C:2]1[CH:3]=[CH:4][C:5]([O:8][CH3:9])=[N:6][CH:7]=1.C([Li])CCC.CCCCCC.[CH3:21][O:22][C:23]1[CH:30]=[CH:29][CH:28]=[CH:27][C:24]=1[CH:25]=[O:26]>O1CCCC1>[CH3:21][O:22][C:23]1[CH:30]=[CH:29][CH:28]=[CH:27][C:24]=1[CH:25]([C:2]1[CH:7]=[N:6][C:5]([O:8][CH3:9])=[CH:4][CH:3]=1)[OH:26]. Reported procedure: 5-Bromo-2-methoxypyridine (41.36 g) (prepared by the method of I. Kompis et al, European Journal of Medicinal Chemistry 1977, 12, 531) in dry tetrahydrofuran (50 ml) was cooled to -85° with stirring under a nitrogen atmosphere. n-Butyl lithium (137 ml of a 1.6M hexane solution) in dry tetrahydrofuran (50 ml) was added dropwise, keeping the temperature below -80°. After stirring for 5 minutes, 2-methoxybenzaldehyde (25.0 g) in dry tetrahydrofuran (150 ml) was added dropwise with stirring, keeping...